This data is from the Open Reaction Database (ORD), a public repository of structured organic reaction records. The task is: describe an organic reaction: reactants, conditions, products, and yield Reactants: C(C1=CC=CC=C1)OC1=C2CCCC(C2=CC=C1)C(=O)O (5-benzyloxy-1,2,3,4-tetrahydronaphthalene-1-carboxylic acid), C(C)(C)C1=CC=C(C=C1)NCC1=CC=C(C(=O)OC)C=C1 (methyl 4-{[(4-isopropylphenyl)amino]methyl}benzoate). Product: C(C1=CC=CC=C1)OC1=C2CCCC(C2=CC=C1)C(=O)N(C1=CC=C(C=C1)C(C)C)CC1=CC=C(C(=O)OC)C=C1 (methyl 4-{[N-(5-benzyloxy-1,2,3,4-tetrahydronaphthalen-1-ylcarbonyl)-N-(4-isopropylphenyl)amino]methyl}benzoate). Yield: 57.6%. Reaction SMILES: [CH2:1]([O:8][C:9]1[CH:18]=[CH:17][CH:16]=[C:15]2[C:10]=1[CH2:11][CH2:12][CH2:13][CH:14]2[C:19](O)=[O:20])[C:2]1[CH:7]=[CH:6][CH:5]=[CH:4][CH:3]=1.[CH:22]([C:25]1[CH:30]=[CH:29][C:28]([NH:31][CH2:32][C:33]2[CH:42]=[CH:41][C:36]([C:37]([O:39][CH3:40])=[O:38])=[CH:35][CH:34]=2)=[CH:27][CH:26]=1)([CH3:24])[CH3:23]>>[CH2:1]([O:8][C:9]1[CH:18]=[CH:17][CH:16]=[C:15]2[C:10]=1[CH2:11][CH2:12][CH2:13][CH:14]2[C:19]([N:31]([CH2:32][C:33]1[CH:34]=[CH:35][C:36]([C:37]([O:39][CH3:40])=[O:38])=[CH:41][CH:42]=1)[C:28]1[CH:27]=[CH:26][C:25]([CH:22]([CH3:24])[CH3:23])=[CH:30][CH:29]=1)=[O:20])[C:2]1[CH:3]=[CH:4][CH:5]=[CH:6][CH:7]=1. Procedure: By the reaction and treatment in the same manner as in Example 12 using 5-benzyloxy-1,2,3,4-tetrahydronaphthalene-1-carboxylic acid (2.3 g) and methyl 4-{[(4-isopropylphenyl)amino]methyl}benzoate (2.3 g) as starting materials, methyl 4-{[N-(5-benzyloxy-1,2,3,4-tetrahydronaphthalen-1-ylcarbonyl)-N-(4-isopropylphenyl)amino]methyl}benzoate (2.56 g) was obtained. Starting materials: BrN1C(CCC1=O)=O (N-bromosuccinimide), S(=O)=O (sulfur dioxide), Cl (hydrochloric acid), C(C)(=O)OCC([C@]1(CC[C@H]2[C@@H]3CCC4=CC(CC[C@]4(C)[C@]3([C@H](C[C@]12C)Br)F)=O)O)=O (21-acetyloxy-11β-bromo-9-fluoro-17-hydroxypregn-4-ene-3,20-dione). Run in N1=CC=CC=C1 (pyridine), N1=CC=CC=C1 (pyridine), N1=CC=CC=C1 (pyridine). Reaction conditions: time 10 minute. Product: C(C)(=O)OCC(C1=CC[C@H]2[C@@H]3CCC4=CC(CC[C@]4(C)[C@]3([C@H](C[C@]12C)Br)F)=O)=O (21-Acetyloxy-11β-bromo-9-fluoropregna-4,16-diene-3,20-dione). As a reaction SMILES: [C:1]([O:4][CH2:5][C:6](=[O:30])[C@:7]1(O)[C@:24]2([CH3:25])[C@H:10]([C@H:11]3[C@:21]([F:27])([C@@H:22]([Br:26])[CH2:23]2)[C@:19]2([CH3:20])[C:14](=[CH:15][C:16](=[O:28])[CH2:17][CH2:18]2)[CH2:13][CH2:12]3)[CH2:9][CH2:8]1)(=[O:3])[CH3:2].BrN1C(=O)CCC1=O.S(=O)=O.Cl>N1C=CC=CC=1>[C:1]([O:4][CH2:5][C:6](=[O:30])[C:7]1[C@:24]2([CH3:25])[C@H:10]([C@H:11]3[C@:21]([F:27])([C@@H:22]([Br:26])[CH2:23]2)[C@:19]2([CH3:20])[C:14](=[CH:15][C:16](=[O:28])[CH2:17][CH2:18]2)[CH2:13][CH2:12]3)[CH2:9][CH:8]=1)(=[O:3])[CH3:2]. Procedure: A solution of 21-acetyloxy-11β-bromo-9-fluoro-17-hydroxypregn-4-ene-3,20-dione (4.0 g) in pyridine (10 ml) is cooled to 10° C. A solution of N-bromosuccinimide (2.0 g) in pyridine (7.0 ml) is added at 10° C and the mixture is warmed to room temperature and stirred for 10 minutes. It is recooled to 10° C and a solution of sulfur dioxide (2.2 g) in pyridine (10 ml) is added. The mixture is warmed to room temperature and then added slowly, with stirring into 1N hydrochloric acid (300 ml). The title... The reactants are C(C)(=O)[O-].[NH4+] (ammonium acetate), C(#N)[BH3-].[Na+] (sodium cyanoborohydride), COC=1C=C(C=CC1C=1C(=NC=CC1)OC)C(C)N (1-[3-methoxy-4-(2-methoxy-pyridin-3yl)-phenyl]-ethylamine), FC(OC1=C(C=CC=C1)S(=O)(=O)Cl)(F)F (2-trifluoromethoxy-benzenesulfonyl chloride), C(C)(C)N(CC)C(C)C (diisopropylethylamine). Solvent: CCCCCCC.C(C)(=O)OCC (heptane ethyl acetate), CO (methanol), ClCCl (dichloromethane). Product: COC=1C=C(C=CC1C=1C(=NC=CC1)OC)[C@@H](C)NS(=O)(=O)C1=C(C=CC=C1)OC(F)(F)F ((R)—N-{1-[3-Methoxy-4-(2-methoxy-pyridin-3yl)-phenyl]-ethyl}-2-trifluoromethoxy-benzenesulfonamide). As a reaction SMILES: C([O-])(=O)C.[NH4+].C([BH3-])#N.[Na+].[CH3:10][O:11][C:12]1[CH:13]=[C:14]([CH:26]([NH2:28])[CH3:27])[CH:15]=[CH:16][C:17]=1[C:18]1[C:19]([O:24][CH3:25])=[N:20][CH:21]=[CH:22][CH:23]=1.[F:29][C:30]([F:43])([F:42])[O:31][C:32]1[CH:37]=[CH:36][CH:35]=[CH:34][C:33]=1[S:38](Cl)(=[O:40])=[O:39].C(N(C(C)C)CC)(C)C>CO.ClCCl.CCCCCCC.C(OCC)(=O)C>[CH3:10][O:11][C:12]1[CH:13]=[C:14]([C@H:26]([NH:28][S:38]([C:33]2[CH:34]=[CH:35][CH:36]=[CH:37][C:32]=2[O:31][C:30]([F:29])([F:42])[F:43])(=[O:40])=[O:39])[CH3:27])[CH:15]=[CH:16][C:17]=1[C:18]1[C:19]([O:24][CH3:25])=[N:20][CH:21]=[CH:22][CH:23]=1 |f:0.1,2.3,9.10|. Procedure: A mixture of acetovanillone (0.332 g, 2.0 mmol), N-phenyl-bis(trifluoromethane-sulfonimide) (710 mg, 2.0 mmol), potassium carbonate (830 mg, 6.0 mmol) and tetrahydrofuran (3.0 ml) was heated to 120° C. for 6 min in a microwave oven. 2-Methoxypyridine-3-boronic acid (611 mg, 4 mmol), tetrakis(triphenylphosphine)palladium (0) (115 mg, 100 μmol), N-methylpyrrolidinone (1 ml) were then added and the mixture heated in the microwave at 120° C. for 10 min. The reaction mixture was partitioned between e... The reactants are NC1=C(C(=O)O)C=C(C=C1)Cl (2-amino-5-chlorobenzoic acid), [OH-].[Na+] (sodium hydroxide), C(C)(=O)O (acetic acid), O([Na])C#N (NaOCN). The solvent is O (water). Run at temperature 30 celsius, time 30 minute. The product is ClC=1C=C2C(NC(NC2=CC1)=O)=O (6-chloroquinazoline-2,4(1H,3H)-dione). As a reaction SMILES: [NH2:1][C:2]1[CH:10]=[CH:9][C:8]([Cl:11])=[CH:7][C:3]=1[C:4](O)=[O:5].C(O)(=O)C.[O:16]([C:18]#[N:19])[Na].[OH-].[Na+]>O>[Cl:11][C:8]1[CH:7]=[C:3]2[C:2](=[CH:10][CH:9]=1)[NH:1][C:18](=[O:16])[NH:19][C:4]2=[O:5] |f:3.4|. Procedure details: Into a 500-mL 3-necked round-bottom flask, was placed a solution of 2-amino-5-chlorobenzoic acid (10 g, 58.48 mmol, 1.00 equiv) in water (100 mL), acetic acid (8 g, 133.33 mmol, 2.24 equiv). This was followed by the addition of NaOCN (8.2 g, 126.15 mmol, 2.13 equiv). The mixture was stirred for 30 mins at 30° C. To this was added sodium hydroxide (86 g, 2.15 mol, 37.00 equiv). The resulting solution was stirred overnight at 30° C. The solids were collected by filtration. The residue was dissolve...